This data is from the Open Reaction Database (ORD), a public repository of structured organic reaction records. The task is: describe an organic reaction: reactants, conditions, products, and yield The reactants are [C@@H]1(C[C@H](O)[C@@H](CO)O1)N1C(=O)NC(=O)C(C)=C1 (thymidine), C1(CC1)COC1=C2N=CNC2=NC=N1 (6-Cyclopropylmethoxy-9H-purine), Purine nucleoside, F[C@H]1C[C@@H](O[C@@H]1CO)N1C(=O)NC(=O)C=C1 (2',3'-dideoxy-3'-fluorouridine), [N-]=[N+]=[N-].[K+] (potassium azide). Run in CO (MeOH), P(=O)([O-])([O-])[O-].[K+].[K+].[K+] (potassium phosphate). Reaction conditions: temperature 45 celsius, time 6 day. Yields the product C1(CC1)COC1=C2N=CN(C2=NC=N1)[C@H]1C[C@@H]([C@H](O1)CO)F (6-cyclopropylmethoxy-9-(2,3-dideoxy-3-fluoro-β-D-erythro-pentofuranosyl)-9H-purine). The yield is 57.8%. RXN SMILES: [CH:1]1([CH2:4][O:5][C:6]2[N:14]=[CH:13][N:12]=[C:11]3[C:7]=2[N:8]=[CH:9][NH:10]3)[CH2:3][CH2:2]1.[F:15][C@@H:16]1[C@@H:20]([CH2:21][OH:22])[O:19][C@@H:18](N2C=CC(=O)NC2=O)[CH2:17]1.[N-]=[N+]=[N-].[K+].[C@@H]1(N2C=C(C)C(=O)NC2=O)O[C@H](CO)[C@@H](O)C1>P([O-])([O-])([O-])=O.[K+].[K+].[K+].CO>[CH:1]1([CH2:4][O:5][C:6]2[N:14]=[CH:13][N:12]=[C:11]3[C:7]=2[N:8]=[CH:9][N:10]3[C@@H:18]2[O:19][C@H:20]([CH2:21][OH:22])[C@@H:16]([F:15])[CH2:17]2)[CH2:2][CH2:3]1 |f:2.3,5.6.7.8|. Procedure details: 6-Cyclopropylmethoxy-9H-purine (0.50 g, 2.6 mmoles) and 2',3'-dideoxy-3'-fluorouridine (0.50 g, 2.2 mmoles) were suspended in 40 ml 10 mM potassium phosphate buffer, pH 7.0, containing 0.04% potassium azide. Purine nucleoside phosphorylase (1120 I.U.) and thymidine phosphorylase (10,000 I.U.) (Krenitsky, et al., Biochemistry, 20, 3615, 1981 and U.S. Pat. No. 4,381,344) immobilized on DEAE cellulose was added to the reaction and the suspension was stirred at 45° C. After 6 days, 150 ml MeOH was a... The product is N1C(=CC2=CC=CC=C12)C(=O)N (indole-2-carboxamide). Reactants: N1C(=CC2=CC=CC=C12)C(=O)OCC (ethyl indole-2-carboxylate), N1C(=CC2=CC=CC=C12)C(=O)OC (methyl indole-2-carboxylate), CO.C(Cl)Cl (MeOH CH2Cl2). RXN SMILES: [NH:1]1[C:9]2[C:4](=[CH:5][CH:6]=[CH:7][CH:8]=2)[CH:3]=[C:2]1[C:10]([O:12]CC)=O.[NH:15]1C2C(=CC=CC=2)C=C1C(OC)=O.CO.C(Cl)Cl>N(C)C.O>[NH:1]1[C:9]2[C:4](=[CH:5][CH:6]=[CH:7][CH:8]=2)[CH:3]=[C:2]1[C:10]([NH2:15])=[O:12] |f:2.3,4.5|. Solvent: N(C)C.O (Me2NH H2O). Procedure: Stir ethyl indole-2-carboxylate 1 (X═H, 4.67 mmol) or methyl indole-2-carboxylate 2 (X═H, 4.67 mmol) in Me2NH/H2O (50 mL, 40%). Stir the reaction mixture at rt for 16 h monitoring by tlc (10% MeOH/CH2Cl2). Concentrate the mixture to minimum volume, dilute with H2O and collect the solid by filtration. Wash the filter cake with H2O and dry under vacuum at 60° C. to provide dimethyl amide 4 (X═H, R2═R3=Me), tlc Rf=0.65 (silica gel, 10% MeOH/CH2Cl2). The reactants are CCCCCCCCCCBr, O=C([O-])O, CN(C)P(=O)(N(C)C)N(C)C, Oc1cccc2c1NCCC2, [Na+]. Product: CCCCCCCCCCN1CCCc2cccc(O)c21. Reaction SMILES: [Br:17][CH2:18][CH2:19][CH2:20][CH2:21][CH2:22][CH2:23][CH2:24][CH2:25][CH2:26][CH3:27].[C:12](=[O:13])([OH:14])[O-:15].[CH3:28][N:29]([CH3:30])[P:31](=[O:32])([N:33]([CH3:34])[CH3:35])[N:36]([CH3:37])[CH3:38].[NH:1]1[CH2:2][CH2:3][CH2:4][c:5]2[cH:6][cH:7][cH:8][c:9]([OH:11])[c:10]21.[Na+:16]>>[N:1]1([CH2:18][CH2:19][CH2:20][CH2:21][CH2:22][CH2:23][CH2:24][CH2:25][CH2:26][CH3:27])[CH2:2][CH2:3][CH2:4][c:5]2[cH:6][cH:7][cH:8][c:9]([OH:11])[c:10]21.